From a dataset of the Open Reaction Database (ORD), a public repository of structured organic reaction records. describe an organic reaction: reactants, conditions, products, and yield Reactants: C[Si](C)(C)I, Cc1cc2c(c(-c3ccc(Cl)cc3Cl)c1)OC(CNC(=O)OCc1ccccc1)C2, Cl. Yields the product Cc1cc2c(c(-c3ccc(Cl)cc3Cl)c1)OC(CN)C2. As a reaction SMILES: [CH3:31][Si:32]([I:33])([CH3:34])[CH3:35].[Cl:1][c:2]1[c:3](-[c:9]2[cH:10][c:11]([CH3:30])[cH:12][c:13]3[c:17]2[O:16][CH:15]([CH2:18][NH:19][C:20](=[O:21])[O:22][CH2:23][c:24]2[cH:25][cH:26][cH:27][cH:28][cH:29]2)[CH2:14]3)[cH:4][cH:5][c:6]([Cl:8])[cH:7]1.[ClH:36]>>[Cl:1][c:2]1[c:3](-[c:9]2[cH:10][c:11]([CH3:30])[cH:12][c:13]3[c:17]2[O:16][CH:15]([CH2:18][NH2:19])[CH2:14]3)[cH:4][cH:5][c:6]([Cl:8])[cH:7]1. The reactants are ClC1=NC(=NC(=C1)Cl)SCC1=C(C(=CC=C1)F)F (4,6-dichloro-2-[(2,3-difluorobenzyl)thio]pyrimidine), product, C(CO)O (ethylene glycol), [H-].[Na+] (NaH). Run in C1CCOC1 (THF). Reaction conditions: time 8 hour. The product is ClC1=CC(=NC(=N1)SCC1=C(C(=CC=C1)F)F)OCCO (2-({6-Chloro-2-[(2,3-difluorobenzyl)thio]pyrimidin-4-yl}oxy)ethanol). As a reaction SMILES: Cl[C:2]1[CH:7]=[C:6]([Cl:8])[N:5]=[C:4]([S:9][CH2:10][C:11]2[CH:16]=[CH:15][CH:14]=[C:13]([F:17])[C:12]=2[F:18])[N:3]=1.[CH2:19]([OH:22])[CH2:20][OH:21].[H-].[Na+]>C1COCC1>[Cl:8][C:6]1[N:5]=[C:4]([S:9][CH2:10][C:11]2[CH:16]=[CH:15][CH:14]=[C:13]([F:17])[C:12]=2[F:18])[N:3]=[C:2]([O:21][CH2:20][CH2:19][OH:22])[CH:7]=1 |f:2.3|. Reported procedure: To a solution of 4,6-dichloro-2-[(2,3-difluorobenzyl)thio]pyrimidine ((the product of example 1 step ii), 5 g) and ethylene glycol (1.517 g) in THF (100 ml) was added NaH (1.3 g) slowly and the reaction was then allowed to stir overnight at RT. The reaction mixture was then partitioned between EtOAc (200 ml) and H2O (200 ml). The organics were separated and the aqueous layer was re-extracted with EtOAc (2×200 ml). Organics were combined, dried (MgSO4) and reduced in vacuo and the resulting resid... The reactants are CCOC(=O)COC1CCN(C(=O)C(CCCNC(=O)c2ccccc2)NC(=O)c2ccc(C#N)cc2)CC1, Cl, NO. Product: CCOC(=O)COC1CCN(C(=O)C(CCCNC(=O)c2ccccc2)NC(=O)c2ccc(C(N)=NO)cc2)CC1. Reaction SMILES: [C:1](#[N:2])[c:3]1[cH:4][cH:5][c:6]([C:7](=[O:8])[NH:9][CH:10]([C:11](=[O:12])[N:13]2[CH2:14][CH2:15][CH:16]([O:19][CH2:20][C:21](=[O:22])[O:23][CH2:24][CH3:25])[CH2:17][CH2:18]2)[CH2:26][CH2:27][CH2:28][NH:29][C:30]([c:31]2[cH:32][cH:33][cH:34][cH:35][cH:36]2)=[O:37])[cH:38][cH:39]1.[ClH:40].[NH2:41][OH:42]>>[C:1]([NH2:2])([c:3]1[cH:4][cH:5][c:6]([C:7](=[O:8])[NH:9][CH:10]([C:11](=[O:12])[N:13]2[CH2:14][CH2:15][CH:16]([O:19][CH2:20][C:21](=[O:22])[O:23][CH2:24][CH3:25])[CH2:17][CH2:18]2)[CH2:26][CH2:27][CH2:28][NH:29][C:30]([c:31]2[cH:32][cH:33][cH:34][cH:35][cH:36]2)=[O:37])[cH:38][cH:39]1)=[N:41][OH:42]. Reactants: C=C(C)C (i-butene), C(CCCCC)O (1-hexanol), Ti Si, N#N (N2), C(CCCCC)O (n-hexanol), C(CCCCC)OC(C)(C)C (hexyl-t-butyl ether). Reaction conditions: time 18 hour. Product: C(C)(C)(C)OC(C)(C)C (t-Butyl Ether). As a reaction SMILES: [CH2:1]=[C:2]([CH3:4])[CH3:3].C(O)CCCCC.N#N.C([O:20][C:21]([CH3:24])([CH3:23])[CH3:22])CCCCC>>[C:2]([O:20][C:21]([CH3:24])([CH3:23])[CH3:22])([CH3:4])([CH3:3])[CH3:1]. Reported procedure: 300 mmoles of i-butene, 100 mmoles of 1-hexanol and 2.5 g of Ti-Si-catalyst powder are stirred in a 100 ml autoclave at a pressure of 40 bar N2 and a temperature of 150° C. over a period of 18 h, 62% of n-hexanol were converted into hexyl-t-butyl ether with a selectivity of 92%. Reactants: O=C(NCC=1C=CC=CC1)C2=CC=C(C=C2)C. The reagents and catalysts are O=C(NC1=CC=CC2=C1NC(=C2C)C)C=3C=NC(=CC3)C4=NC=CC=C4, O1B(OC(C)(C)C1(C)C)B2OC(C)(C)C(O2)(C)C, C[OH2+].C[OH2+].C1CC=CCCC=C1.C1CC=CCCC=C1.[Ir].[Ir]. Run in O1CCCC1. Reaction conditions: temperature 60 celsius, time 96 hour. Product: O=C(NCC=1C=CC=CC1)C2=CC=C(C=C2B3OC(C)(C)C(O3)(C)C)C. Isolated yield 71.0%. Reported procedure: Isolated by chromatography using deactivated silica gel and ethyl acetate and petroleum ether (6:1 to 1:1) as the eluent. Starting materials: ClC1=C(C=C(C=C1)Cl)C1=CC(N(C=C1)C(C(=O)O)C)=O (2-[4-(2,5-dichlorophenyl)-2-oxopyridin-1(2H)-yl]propanoic acid), NC1=CC=C(C(=O)OC(C)(C)C)C=C1 (tert-butyl 4-aminobenzoate). The product is ClC1=C(C=C(C=C1)Cl)C1=CC(N(C=C1)C(C(=O)NC1=CC=C(C(=O)OC(C)(C)C)C=C1)C)=O (tert-Butyl 4-({2-[4-(2,5-dichlorophenyl)-2-oxopyridin-1(2H)-yl]propanoyl}amino)benzoate). Reaction SMILES: [Cl:1][C:2]1[CH:7]=[CH:6][C:5]([Cl:8])=[CH:4][C:3]=1[C:9]1[CH:14]=[CH:13][N:12]([CH:15]([CH3:19])[C:16]([OH:18])=O)[C:11](=[O:20])[CH:10]=1.[NH2:21][C:22]1[CH:34]=[CH:33][C:25]([C:26]([O:28][C:29]([CH3:32])([CH3:31])[CH3:30])=[O:27])=[CH:24][CH:23]=1>>[Cl:1][C:2]1[CH:7]=[CH:6][C:5]([Cl:8])=[CH:4][C:3]=1[C:9]1[CH:14]=[CH:13][N:12]([CH:15]([CH3:19])[C:16]([NH:21][C:22]2[CH:34]=[CH:33][C:25]([C:26]([O:28][C:29]([CH3:30])([CH3:31])[CH3:32])=[O:27])=[CH:24][CH:23]=2)=[O:18])[C:11](=[O:20])[CH:10]=1. Procedure details: 117 mg (0.36 mmol) of 2-[4-(2,5-dichlorophenyl)-2-oxopyridin-1(2H)-yl]propanoic acid (racemate) and 1.2 eq. of tert-butyl 4-aminobenzoate were reacted according to General Method 5A. Yield: 83 mg (47% of theory) The reactants are O=C(O)CCCCCCC1CCN(C(=O)OCc2ccccc2)CC1, CCI, CN(C)C=O, [Na+], O, O=C([O-])O. The product is CCOC(=O)CCCCCCC1CCN(C(=O)OCc2ccccc2)CC1. Reaction SMILES: [CH2:1]([c:2]1[cH:3][cH:4][cH:5][cH:6][cH:7]1)[O:8][C:9](=[O:10])[N:11]1[CH2:12][CH2:13][CH:14]([CH2:17][CH2:18][CH2:19][CH2:20][CH2:21][CH2:22][C:23](=[O:24])[OH:25])[CH2:15][CH2:16]1.[CH2:31]([CH3:32])[I:33].[CH3:34][N:35]([CH3:36])[CH:37]=[O:38].[Na+:26].[OH2:39].[OH:27][C:28](=[O:29])[O-:30]>>[CH2:1]([c:2]1[cH:3][cH:4][cH:5][cH:6][cH:7]1)[O:8][C:9](=[O:10])[N:11]1[CH2:12][CH2:13][CH:14]([CH2:17][CH2:18][CH2:19][CH2:20][CH2:21][CH2:22][C:23](=[O:24])[O:25][CH2:31][CH3:32])[CH2:15][CH2:16]1. Reactants: C(C)(=O)NC=1SC(=CC1)Br (2-acetamido-5-bromothiophen), CN(C=O)C (dimethylformamide), P(=O)(Cl)(Cl)Cl (phosphorus oxychloride), [H][H] (hydrogen), ClCC(Cl)(Cl)Cl (tetrachloroethane), polymeric materials. The product is BrC1=CC=2C(=NC(=CC2)Cl)S1 (2-bromo-6-chloro-thieno{2,3-b}-pyridine), crude product. Yield: 66.0%. Reaction SMILES: C([NH:4][C:5]1[S:6][C:7]([Br:10])=[CH:8][CH:9]=1)(=O)C.[CH3:11]N(C)C=O.P(Cl)(Cl)(Cl)=O.[H][H].[Cl:23][CH2:24][C:25](Cl)(Cl)Cl>>[Br:10][C:7]1[S:6][C:5]2=[N:4][C:24]([Cl:23])=[CH:25][CH:11]=[C:9]2[CH:8]=1. Procedure details: 1 mole of 2-acetamido-5-bromothiophen was reacted with 1 mole dimethylformamide and 3 moles phosphorus oxychloride under reflux in tetrachloroethane for 3 hours at a temperature of 138° C. The compound of formula V in which R1 represents bromo, X represents chloro, and R2, R3 and R4 represent hydrogen was isolated in a yield of 66%. The remainder of the product was accounted for, mainly as unreacted starting material together with a small amount (ca 1%) of polymeric materials. The specified comp... Reactants: OC1=CC=C(C=C1)CC(C(=O)OCC)(OC1=CC=CC=C1)C (ethyl 3-(4-hydroxyphenyl)-2-methyl-2-phenoxypropionate), BrCCOC1OCCCC1 (2-(2-bromoethoxy)tetrahydropyran), C([O-])([O-])=O.[K+].[K+] (potassium carbonate). Solvent: CC(=O)N(C)C (dimethylacetamide). Yields the product CC(C(=O)OCC)(CC1=CC=C(C=C1)OCCOC1OCCCC1)OC1=CC=CC=C1 (Ethyl 2-methyl-2-phenoxy-3-[4-[2-(tetrahydropyran-2-yloxy)ethoxy]phenyl]propionate). Yield: 72.4%. RXN SMILES: [OH:1][C:2]1[CH:7]=[CH:6][C:5]([CH2:8][C:9]([CH3:22])([O:15][C:16]2[CH:21]=[CH:20][CH:19]=[CH:18][CH:17]=2)[C:10]([O:12][CH2:13][CH3:14])=[O:11])=[CH:4][CH:3]=1.Br[CH2:24][CH2:25][O:26][CH:27]1[CH2:32][CH2:31][CH2:30][CH2:29][O:28]1.C(=O)([O-])[O-].[K+].[K+]>CC(N(C)C)=O>[CH3:22][C:9]([O:15][C:16]1[CH:17]=[CH:18][CH:19]=[CH:20][CH:21]=1)([CH2:8][C:5]1[CH:4]=[CH:3][C:2]([O:1][CH2:24][CH2:25][O:26][CH:27]2[CH2:32][CH2:31][CH2:30][CH2:29][O:28]2)=[CH:7][CH:6]=1)[C:10]([O:12][CH2:13][CH3:14])=[O:11] |f:2.3.4|. Procedure: In a similar manner to that described in Reference example 3(e), a reaction was carried out using ethyl 3-(4-hydroxyphenyl)-2-methyl-2-phenoxypropionate (1.55 g), which is the product of Reference example 8(b), 2-(2-bromoethoxy)tetrahydropyran (1.08 g) and potassium carbonate (2.14 g) in dimethylacetamide and the reaction mixture was treated to afford the desired compound (1.60 g) as a syrup. Starting materials: C1(=CC=CC=C1)C(C(=O)Cl)C1=CC=CC=C1 (diphenylacetyl chloride), FC(CCCN)(F)F (4,4,4-trifluoro-butylamine). Yields the product C1(=CC=CC=C1)C(C(=O)NCCCC(F)(F)F)C1=CC=CC=C1 (2,2-Diphenyl-N-(4,4,4-trifluoro-butyl)-acetamide). Reaction SMILES: [C:1]1([CH:7]([C:11]2[CH:16]=[CH:15][CH:14]=[CH:13][CH:12]=2)[C:8](Cl)=[O:9])[CH:6]=[CH:5][CH:4]=[CH:3][CH:2]=1.[F:17][C:18]([F:24])([F:23])[CH2:19][CH2:20][CH2:21][NH2:22]>>[C:1]1([CH:7]([C:11]2[CH:16]=[CH:15][CH:14]=[CH:13][CH:12]=2)[C:8]([NH:22][CH2:21][CH2:20][CH2:19][C:18]([F:24])([F:23])[F:17])=[O:9])[CH:6]=[CH:5][CH:4]=[CH:3][CH:2]=1. Procedure: The title compound, white solid, m.p. 166° C. and MS: m/e=321 (M+) was prepared in accordance with the general method of example 1 from diphenylacetyl chloride and 4,4,4-trifluoro-butylamine.